This data is from the Open Reaction Database (ORD), a public repository of structured organic reaction records. The task is: describe an organic reaction: reactants, conditions, products, and yield Reactants: CN1C(CCCC1)CO (1-methyl-2-piperidinemethanol), S(=O)(Cl)Cl (thionyl chloride). Solvent: C(Cl)(Cl)Cl (chloroform). Product: CN1C(CCCC1)CCl (1-methyl-2-(chloromethyl) piperidine). Isolated yield 34.0%. Reaction SMILES: [CH3:1][N:2]1[CH2:7][CH2:6][CH2:5][CH2:4][CH:3]1[CH2:8]O.S(Cl)([Cl:12])=O>C(Cl)(Cl)Cl>[CH3:1][N:2]1[CH2:7][CH2:6][CH2:5][CH2:4][CH:3]1[CH2:8][Cl:12]. Procedure: Treatment of 1-methyl-2-piperidinemethanol (12.9 g, 0.1 mol) with thionyl chloride (7.6 ml) in chloroform (40 ml), as described in example 3, gave 1-methyl-2-(chloromethyl) piperidine (5.0 g, 34%). Reactants: C1(CCCCC1)NS(=O)(=O)C1=CC=C2C(C(=O)OC(N2)=O)=C1 (5-(N-Cyclohexylsulfamoyl)-isatoic anhydride), ClC1=C(C(=O)O)C=C(C=C1)S(=O)(=O)Cl (2-chloro-5-chlorosulfonylbenzoic acid). Product: ClC1=C(C(=O)O)C=C(C=C1)S(NC1CCCCC1)(=O)=O (2-chloro-5-(N-cyclohexylsulfamoyl)-benzoic acid), C1(CCCCC1)NS(=O)(=O)C1=CC=C(C(C(=O)O)=C1)N (5-(N-cyclohexylsulfamoyl)-anthranilic acid). RXN SMILES: [CH:1]1([NH:7][S:8]([C:11]2[CH:22]=[C:15]3[C:16]([O:18]C(=O)[NH:20][C:14]3=[CH:13][CH:12]=2)=[O:17])(=[O:10])=[O:9])[CH2:6][CH2:5][CH2:4][CH2:3][CH2:2]1.[Cl:23]C1C=CC(S(Cl)(=O)=O)=CC=1C(O)=O>>[Cl:23][C:14]1[CH:13]=[CH:12][C:11]([S:8](=[O:10])(=[O:9])[NH:7][CH:1]2[CH2:6][CH2:5][CH2:4][CH2:3][CH2:2]2)=[CH:22][C:15]=1[C:16]([OH:18])=[O:17].[CH:1]1([NH:7][S:8]([C:11]2[CH:22]=[C:15]([C:16]([OH:18])=[O:17])[C:14]([NH2:20])=[CH:13][CH:12]=2)(=[O:10])=[O:9])[CH2:2][CH2:3][CH2:4][CH2:5][CH2:6]1. Procedure: 5-(N-Cyclohexylsulfamoyl)-isatoic anhydride, which is to be used as the starting material, can be obtained, for example, in a manner analogous to that described in Example 1, using 2-chloro-5-chlorosulfonylbenzoic acid as the starting material, the product being obtained via 2-chloro-5-(N-cyclohexylsulfamoyl)-benzoic acid with a melting point of 168°-175° and 5-(N-cyclohexylsulfamoyl)-anthranilic acid with a melting point of 204°-206°. It melts at 232°-233°.